describe an organic reaction: reactants, conditions, products, and yield From a dataset of the Open Reaction Database (ORD), a public repository of structured organic reaction records. Starting materials: CO, COC(=O)C1CC(O)CN1, Cl, N. Product: NC(=O)C1CC(O)CN1. As a reaction SMILES: [CH3:13][OH:14].[CH3:2][O:3][C:4](=[O:5])[CH:6]1[NH:7][CH2:8][CH:9]([OH:11])[CH2:10]1.[ClH:1].[NH3:12]>>[O:3]=[C:4]([CH:6]1[NH:7][CH2:8][CH:9]([OH:11])[CH2:10]1)[NH2:12]. Reactants: CCOC(=O)Oc1c2c(c(OC(c3ccccc3)c3ccccc3)c3nccnc13)C(=O)N(Cc1ccc(F)cc1)C2=O, C1CCOC1, CN(C)c1ccncc1, [K+], [K+], O=C([O-])[O-]. The product is O=C1c2c(c(OC(c3ccccc3)c3ccccc3)c3nccnc3c2O)C(=O)N1Cc1ccc(F)cc1. RXN SMILES: [CH2:1]([O:2][C:3](=[O:4])[O:5][c:6]1[c:7]2[c:8]([c:9]([O:16][CH:17]([c:18]3[cH:19][cH:20][cH:21][cH:22][cH:23]3)[c:24]3[cH:25][cH:26][cH:27][cH:28][cH:29]3)[c:10]3[n:11][cH:12][cH:13][n:14][c:15]13)[C:30](=[O:42])[N:31]([CH2:34][c:35]1[cH:36][cH:37][c:38]([F:41])[cH:39][cH:40]1)[C:32]2=[O:33])[CH3:43].[CH2:50]1[O:51][CH2:52][CH2:53][CH2:54]1.[CH3:55][N:56]([c:57]1[cH:58][cH:59][n:60][cH:61][cH:62]1)[CH3:63].[K+:44].[K+:45].[O-:46][C:47]([O-:48])=[O:49]>>[OH:5][c:6]1[c:7]2[c:8]([c:9]([O:16][CH:17]([c:18]3[cH:19][cH:20][cH:21][cH:22][cH:23]3)[c:24]3[cH:25][cH:26][cH:27][cH:28][cH:29]3)[c:10]3[n:11][cH:12][cH:13][n:14][c:15]13)[C:30](=[O:42])[N:31]([CH2:34][c:35]1[cH:36][cH:37][c:38]([F:41])[cH:39][cH:40]1)[C:32]2=[O:33]. Reactants: [BH4-], CO, ClCCl, O=C(CCc1cc2cccnc2n(-c2cccc([N+](=O)[O-])c2)c1=O)c1ccncc1, [Na+]. The product is O=c1c(CCC(O)c2ccncc2)cc2cccnc2n1-c1cccc([N+](=O)[O-])c1. Reaction SMILES: [BH4-:31].[CH3:33][OH:34].[Cl:35][CH2:36][Cl:37].[N+:1](=[O:2])([O-:3])[c:4]1[cH:5][c:6](-[n:10]2[c:11](=[O:30])[c:12]([CH2:20][CH2:21][C:22]([c:23]3[cH:24][cH:25][n:26][cH:27][cH:28]3)=[O:29])[cH:13][c:14]3[cH:15][cH:16][cH:17][n:18][c:19]23)[cH:7][cH:8][cH:9]1.[Na+:32]>>[N+:1](=[O:2])([O-:3])[c:4]1[cH:5][c:6](-[n:10]2[c:11](=[O:30])[c:12]([CH2:20][CH2:21][CH:22]([c:23]3[cH:24][cH:25][n:26][cH:27][cH:28]3)[OH:29])[cH:13][c:14]3[cH:15][cH:16][cH:17][n:18][c:19]23)[cH:7][cH:8][cH:9]1. Starting materials: OC1=C(C(=O)O)C=CC(=C1)C(C)(C)C (2-hydroxy-4-tert-butyl-benzoic acid), C(C1=CC=CC=C1)Br (benzyl bromide), C([O-])([O-])=O.[Cs+].[Cs+] (caesium carbonate), [I-].[Na+] (sodium iodide). The solvent is CC(=O)C (acetone). Reaction conditions: time 20 hour. Yields the product C(C1=CC=CC=C1)OC(C1=C(C=C(C=C1)C(C)(C)C)OCC1=CC=CC=C1)=O (2-Benzyloxy-4-tert-butyl-benzoic acid benzyl ester). RXN SMILES: [OH:1][C:2]1[CH:10]=[C:9]([C:11]([CH3:14])([CH3:13])[CH3:12])[CH:8]=[CH:7][C:3]=1[C:4]([OH:6])=[O:5].[CH2:15](Br)[C:16]1[CH:21]=[CH:20][CH:19]=[CH:18][CH:17]=1.C(=O)([O-])[O-].[Cs+].[Cs+].[I-].[Na+]>CC(C)=O>[CH2:15]([O:5][C:4](=[O:6])[C:3]1[CH:7]=[CH:8][C:9]([C:11]([CH3:14])([CH3:13])[CH3:12])=[CH:10][C:2]=1[O:1][CH2:4][C:3]1[CH:7]=[CH:8][CH:9]=[CH:10][CH:2]=1)[C:16]1[CH:21]=[CH:20][CH:19]=[CH:18][CH:17]=1 |f:2.3.4,5.6|. Procedure details: A mixture of 5 g of 2-hydroxy-4-tert-butyl-benzoic acid, 9.1 ml of benzyl bromide, 17 g of caesium carbonate, 0.3 g of sodium iodide and 500 ml of acetone is stirred for 20 hours under reflux and then filtered and the filtrate is concentrated by evaporation. The residue is partitioned between diethyl ether and water, the organic phases are concentrated by evaporation and the residue is purified by means of FC (1000 g of silica gel, dichloromethane/hexane=1:1). Title compound: Rf (dichloromethane... The solvent is O (Water). Procedure details: 6,7-Diethoxy-5-nitro-benzo[b]thiophene-2-carboxylic acid methyl ester (0.77 g), zinc chloride (5.0 g) and conc. HCl (1.3 ml) were mixed and heated at 100° C. for 2 hours. The reaction mixture was cooled. Water (20 ml) was added and the precipitate was filtered. The crude product was recrystallized twice from methanol. RXN SMILES: [CH3:1][O:2][C:3]([C:5]1[S:9][C:8]2[C:10]([O:20]CC)=[C:11]([O:17]CC)[C:12]([N+:14]([O-:16])=[O:15])=[CH:13][C:7]=2[CH:6]=1)=[O:4].Cl>[Cl-].[Zn+2].[Cl-].O>[CH3:1][O:2][C:3]([C:5]1[S:9][C:8]2[C:10]([OH:20])=[C:11]([OH:17])[C:12]([N+:14]([O-:16])=[O:15])=[CH:13][C:7]=2[CH:6]=1)=[O:4] |f:2.3.4|. Run at temperature 100 celsius. The reactants are COC(=O)C1=CC2=C(S1)C(=C(C(=C2)[N+](=O)[O-])OCC)OCC (6,7-Diethoxy-5-nitro-benzo[b]thiophene-2-carboxylic acid methyl ester), Cl (HCl). The product is COC(=O)C1=CC2=C(S1)C(=C(C(=C2)[N+](=O)[O-])O)O (6,7-Dihydroxy-5-nitro-benzo[b]thiophene-2-carboxylic acid methyl ester). The reagents and catalysts are [Cl-].[Zn+2].[Cl-] (zinc chloride). Starting materials: C([O-])([O-])=O.[K+].[K+] (Potassium carbonate), ClC=1C(=NC=C(C1)Cl)OC1=CC=C(C=C1)O (p-[(3,5-dichloro-2-pyridyl)oxy]phenol), C1(=CC=CC=C1)C.CCCCCCC (toluene heptane), ClC(C(=O)OCC)C (Ethyl 2-chloropropionate). The reagents and catalysts are S(=O)(=O)(O)[O-].C(CCC)[N+](CCCC)(CCCC)CCCC (tetrabutylammonium hydrogen sulfate), C1COCCOCCOCCOCCOCCO1 (18-crown-6). The solvent is CN(C=O)C (dimethylformamide), O (water). Conditions: temperature 85 celsius, time 2 day. Product: ClC=1C(=NC=C(C1)Cl)OC1=CC=C(OC(C(=O)OCC)C)C=C1 (Ethyl 2-{p-[(3,5-dichloro-2-pyridyl)oxy]phenoxy}propionate). The yield is 64.5%. Reaction SMILES: C(=O)([O-])[O-].[K+].[K+].[Cl:7][C:8]1[C:9]([O:15][C:16]2[CH:21]=[CH:20][C:19]([OH:22])=[CH:18][CH:17]=2)=[N:10][CH:11]=[C:12]([Cl:14])[CH:13]=1.Cl[CH:24]([CH3:30])[C:25]([O:27][CH2:28][CH3:29])=[O:26].C1(C)C=CC=CC=1.CCCCCCC>S([O-])(O)(=O)=O.C([N+](CCCC)(CCCC)CCCC)CCC.CN(C)C=O.O.C1OCCOCCOCCOCCOCCOC1>[Cl:7][C:8]1[C:9]([O:15][C:16]2[CH:21]=[CH:20][C:19]([O:22][CH:24]([CH3:30])[C:25]([O:27][CH2:28][CH3:29])=[O:26])=[CH:18][CH:17]=2)=[N:10][CH:11]=[C:12]([Cl:14])[CH:13]=1 |f:0.1.2,5.6,7.8|. Procedure details: Potassium carbonate (867 g, 6.29 mol) is added to a mixture of p-[(3,5-dichloro-2-pyridyl)oxy]phenol (1,609 g, 6.29 mol), 18-crown-6 (50 g, 0.19 mol) and tetrabutylammonium hydrogen sulfate (50 g, 0.15 mol) in dimethylformamide (20 L). Ethyl 2-chloropropionate (1,380 g, 10.10 mol) is then added and the reaction mixture is stirred for 2 days at 85° C., diluted with water and extracted with methylene chloride. The combined organic extracts are washed sequentially with water, 2% sodium hydroxide so... Starting materials: CC(=O)N1CCNCC1, O=C([O-])[O-], CCOP(=O)(Cc1ccc(Nc2ncc(C(F)(F)F)c(Nc3ccc(Br)c4c3C(=O)N(C)C4)n2)cc1)OCC, C1COCCO1, [Cs+], [Cs+]. Product: CCOP(=O)(Cc1ccc(Nc2ncc(C(F)(F)F)c(Nc3ccc(N4CCN(C(C)=O)CC4)c4c3C(=O)N(C)C4)n2)cc1)OCC. RXN SMILES: [C:40]([CH3:41])(=[O:42])[N:43]1[CH2:44][CH2:45][NH:46][CH2:47][CH2:48]1.[C:49](=[O:50])([O-:51])[O-:52].[CH2:1]([CH3:2])[O:3][P:4]([O:5][CH2:6][CH3:7])(=[O:8])[CH2:9][c:10]1[cH:11][cH:12][c:13]([NH:16][c:17]2[n:18][cH:19][c:20]([C:36]([F:37])([F:38])[F:39])[c:21]([NH:23][c:24]3[c:25]4[c:29]([c:30]([Br:33])[cH:31][cH:32]3)[CH2:28][N:27]([CH3:34])[C:26]4=[O:35])[n:22]2)[cH:14][cH:15]1.[CH2:55]1[O:56][CH2:57][CH2:58][O:59][CH2:60]1.[Cs+:53].[Cs+:54]>>[CH2:1]([CH3:2])[O:3][P:4]([O:5][CH2:6][CH3:7])(=[O:8])[CH2:9][c:10]1[cH:11][cH:12][c:13]([NH:16][c:17]2[n:18][cH:19][c:20]([C:36]([F:37])([F:38])[F:39])[c:21]([NH:23][c:24]3[c:25]4[c:29]([c:30]([N:46]5[CH2:45][CH2:44][N:43]([C:40]([CH3:41])=[O:42])[CH2:48][CH2:47]5)[cH:31][cH:32]3)[CH2:28][N:27]([CH3:34])[C:26]4=[O:35])[n:22]2)[cH:14][cH:15]1.